From a dataset of the Open Reaction Database (ORD), a public repository of structured organic reaction records. describe an organic reaction: reactants, conditions, products, and yield Starting materials: BrC1=C2C=CC=C(C2=CC=C1)C(=O)NN (5-Bromo-1-napthoic hydrazide), C(C)(OCC)(OCC)OCC (triethyl orthoacetate). The product is BrC1=C2C=CC=C(C2=CC=C1)C=1OC(=NN1)C (2-(5-Bromo-1-naphthyl)-5-methyl-1,3,4-oxadiazole). Yield: 88.0%. RXN SMILES: [Br:1][C:2]1[CH:11]=[CH:10][CH:9]=[C:8]2[C:3]=1[CH:4]=[CH:5][CH:6]=[C:7]2[C:12]([NH:14][NH2:15])=[O:13].[C:16](OCC)(OCC)(OCC)[CH3:17]>>[Br:1][C:2]1[CH:11]=[CH:10][CH:9]=[C:8]2[C:3]=1[CH:4]=[CH:5][CH:6]=[C:7]2[C:12]1[O:13][C:16]([CH3:17])=[N:15][N:14]=1. Reported procedure: 5-Bromo-1-napthoic hydrazide (D2) (2.00 g, 7.5 mmol) was stirred at reflux under Ar in triethyl orthoacetate (20 ml) for 20 h. The mixture was cooled in ice, and the solid was filtered off, washed with petroleum ether (b.p. 60-80° C.), and dried in vacuo at 60° C., giving the title compound (1.92 g, 88%) as a light brown powder.